This data is from the Open Reaction Database (ORD), a public repository of structured organic reaction records. The task is: describe an organic reaction: reactants, conditions, products, and yield Reactants: [H-].[K+] (potassium hydride), C(C=CC1=CC=CC=C1)Br (Cinnamyl bromide), C1(CC1)CN1C(C23C(CC(C4C2(CC1)C1=C(O4)C(=CC=C1)OC)CC3)CO)=O (3-cyclopropylmethyl-5-hydroxymethyl-9-methoxy-1,2,5,6,7,7a-hexahydro-4a,7-ethanobenzofuro[3,2-e]isoquinolin-4(3H)-one), C1(CC1)CN1C(C23C(CC(C4C2(CC1)C1=C(O4)C(=CC=C1)OC)CC3)C(=O)OC)=O (3-cyclopropylmethyl-9-methoxy-5-methoxycarbonyl-1,2,5,6,7,7a-hexahydro-4a,7-ethanobenzofuro[3,2-e]isoquinolin-4(3H)-one). The solvent is C(Cl)Cl (methylene chloride), O (Water), CCCCCC (hexane), O1CCCC1 (tetrahydrofuran). The product is C(C=CC1=CC=CC=C1)OCC1CC2C3C4(CCN(C(C14CC2)=O)CC2CC2)C2=C(O3)C(=CC=C2)OC (5-cinnamyloxymethyl-3-cyclopropylmethyl-9-methoxy-1,2,5,6,7,7a-hexahydro-4a,7-ethanobenzofuro[3,2-e]isoquinolin-4(3H)-one). Reaction SMILES: [H-].[K+].[CH:3]1([CH2:6][N:7]2[CH2:16][CH2:15][C:14]34[C:17]5[CH:23]=[CH:22][CH:21]=[C:20]([O:24][CH3:25])[C:18]=5[O:19][CH:13]3[CH:12]3[CH2:26][CH2:27][C:9]4([CH:10]([CH2:28][OH:29])[CH2:11]3)[C:8]2=[O:30])[CH2:5][CH2:4]1.C1(CN2[CH2:44][CH2:43][C:42]34C5C=CC=C(OC)C=5OC3[CH:40]3[CH2:54][CH2:55][C:37]4([CH:38](C(OC)=O)[CH2:39]3)C2=O)CC1.C(Br)C=CC1C=CC=CC=1>O1CCCC1.C(Cl)Cl.O.CCCCCC>[CH2:44]([O:29][CH2:28][CH:10]1[C:9]23[CH2:27][CH2:26][CH:12]([CH:13]4[O:19][C:18]5[C:20]([O:24][CH3:25])=[CH:21][CH:22]=[CH:23][C:17]=5[C:14]42[CH2:15][CH2:16][N:7]([CH2:6][CH:3]2[CH2:5][CH2:4]2)[C:8]3=[O:30])[CH2:11]1)[CH:43]=[CH:42][C:37]1[CH:55]=[CH:54][CH:40]=[CH:39][CH:38]=1 |f:0.1|. Reported procedure: To a solution of 2.06 g of 35% potassium hydride in oil, prewashed with hexane, in 15 mL of tetrahydrofuran was added 0.70 g of 3-cyclopropylmethyl-5-hydroxymethyl-9-methoxy-1,2,5,6,7,7a-hexahydro-4a,7-ethanobenzofuro[3,2-e]isoquinolin-4(3H)-one (synthesized by following the procedures of Example 1, Method A, using 3-cyclopropylmethyl-9-methoxy-5-methoxycarbonyl-1,2,5,6,7,7a-hexahydro-4a,7-ethanobenzofuro[3,2-e]isoquinolin-4(3H)-one, U.S. Pat. No. 4,477,456, as the starting material) and the mix... The reactants are N(=[N+]=[N-])C(C)C=1N=C2N(C(C1Br)=O)C(=CS2)C (7-(1-azidoethyl)-6-bromo-3-methyl-5H-[1,3]thiazolo[3,2-a]pyrimidin-5-one), FC1=C(C=CC=C1)B(O)O ((2-fluorophenyl)boronic acid), solution, C([O-])([O-])=O.[Na+].[Na+] (sodium carbonate), O (water). The reagents and catalysts are Cl[Pd](P(C(C)(C)C)(C(C)(C)C)C1=CC=C(C=C1)N(C)C)(P(C1=CC=C(C=C1)N(C)C)(C(C)(C)C)C(C)(C)C)Cl (dichloro(bis{di-tert-butyl[4-(dimethylamino)phenyl]phosphoranyl})palladium). Run in C(C)(=O)OCC (ethyl acetate), O1CCOCC1 (1,4-dioxane). Reaction conditions: temperature 100 celsius, time 8 hour. Yields the product N(=[N+]=[N-])C(C)C=1N=C2N(C(C1C1=C(C=CC=C1)F)=O)C(=CS2)C (7-(1-azidoethyl)-6-(2-fluorophenyl)-3-methyl-5H-[1,3]thiazolo[3,2-a]pyrimidin-5-one). Isolated yield 69.5%. As a reaction SMILES: [N:1]([CH:4]([C:6]1[N:7]=[C:8]2[S:16][CH:15]=[C:14]([CH3:17])[N:9]2[C:10](=[O:13])[C:11]=1Br)[CH3:5])=[N+:2]=[N-:3].[F:18][C:19]1[CH:24]=[CH:23][CH:22]=[CH:21][C:20]=1B(O)O.C(=O)([O-])[O-].[Na+].[Na+].O>O1CCOCC1.C(OCC)(=O)C.Cl[Pd](Cl)(P(C(C)(C)C)(C(C)(C)C)C1C=CC(N(C)C)=CC=1)P(C1C=CC(N(C)C)=CC=1)(C(C)(C)C)C(C)(C)C>[N:1]([CH:4]([C:6]1[N:7]=[C:8]2[S:16][CH:15]=[C:14]([CH3:17])[N:9]2[C:10](=[O:13])[C:11]=1[C:20]1[CH:21]=[CH:22][CH:23]=[CH:24][C:19]=1[F:18])[CH3:5])=[N+:2]=[N-:3] |f:2.3.4|. Procedure details: To a mixture of 7-(1-azidoethyl)-6-bromo-3-methyl-5H-[1,3]thiazolo[3,2-a]pyrimidin-5-one (0.12 g, 0.38 mmol) and (2-fluorophenyl)boronic acid (0.064 g, 0.46 mmol) in 1,4-dioxane (4 mL) was added a 1 N solution of sodium carbonate in water (0.8 mL, 0.8 mmol) and dichloro(bis{di-tert-butyl[4-(dimethylamino)phenyl]phosphoranyl})palladium (0.014 g, 0.019 mmol). The mixture was stirred at 100° C. overnight. After cooling, the mixture was diluted with ethyl acetate, washed with water, dried over Na2SO...